Dataset: the Open Reaction Database (ORD), a public repository of structured organic reaction records. Task: describe an organic reaction: reactants, conditions, products, and yield Reactants: C1(=CC=C(C=C1)S(=O)(=O)C#N)C (p-Toluenesulfonyl cyanide), [Cl-].[NH4+] (ammonium chloride), C(C)[Mg]Br.C1CCOC1 (ethylmagnesium bromide THF), IC1=NC(=C2SC=CN21)SC (5-iodo-7-methylthioimidazo[5,1-b]thiazole). The solvent is C1CCOC1 (THF), C(C)(=O)OCC (Ethyl acetate). Reaction conditions: temperature -5 celsius. Product: C(#N)C1=NC(=C2SC=CN21)SC (5-cyano-7-methylthioimidazo[5,1-b]thiazole). The yield is 49.1%. RXN SMILES: C([Mg]Br)C.C1COCC1.I[C:11]1[N:18]2[C:14]([S:15][CH:16]=[CH:17]2)=[C:13]([S:19][CH3:20])[N:12]=1.C1(C)C=CC(S([C:30]#[N:31])(=O)=O)=CC=1.[Cl-].[NH4+]>C1COCC1.C(OCC)(=O)C>[C:30]([C:11]1[N:18]2[C:14]([S:15][CH:16]=[CH:17]2)=[C:13]([S:19][CH3:20])[N:12]=1)#[N:31] |f:0.1,4.5|. Reported procedure: A 1 M ethylmagnesium bromide/THF solution (2.0 ml) was added in an argon atmosphere at −40° C. to a solution of 405 mg of 5-iodo-7-methylthioimidazo[5,1-b]thiazole in 12 ml of dry THF. The mixture was stirred at the same temperature for 30 min. p-Toluenesulfonyl cyanide (372 mg) was added thereto. The temperature of the system was raised to −5° C. over a period of one hr. A saturated aqueous ammonium chloride solution was added to the reaction mixture. Ethyl acetate was added thereto, followed b... The reactants are Cl (HCl), C(C)(C)(C)OC(=O)N1CCC(CC1)N1N=CC(=C1)C=1C=NC(=C(C1)B1OC(C(O1)(C)C)(C)C)N (4-{4-[6-amino-5-(4,4,5,5-tetramethyl-[1,3,2]dioxaborolan-2-yl)-pyridin-3-yl]-pyrazol-1-yl}-piperidine-1-carboxylic acid tert-butyl ester), FC(OC1=CC=C2C=C(N=CC2=C1)OS(=O)(=O)C(F)(F)F)(F)F (trifluoromethanesulfonic acid 7-trifluoromethoxyisoquinolin-3-yl ester), C([O-])([O-])=O.[K+].[K+] (potassium carbonate). Reagents/catalysts: C=1C=CC(=CC1)[P](C=2C=CC=CC2)(C=3C=CC=CC3)[Pd]([P](C=4C=CC=CC4)(C=5C=CC=CC5)C=6C=CC=CC6)([P](C=7C=CC=CC7)(C=8C=CC=CC8)C=9C=CC=CC9)[P](C=1C=CC=CC1)(C=1C=CC=CC1)C=1C=CC=CC1 (Pd(PPh3)4). The solvent is C(C)OCC (diethyl ether), COCCOC (DME), O (H2O), C(Cl)Cl (DCM). Conditions: temperature 100 celsius, time 8 hour. Product: Cl.Cl.Cl.N1CCC(CC1)N1N=CC(=C1)C=1C=C(C(=NC1)N)C=1N=CC2=CC(=CC=C2C1)OC(F)(F)F (5-(1-Piperidin-4-yl-1H-pyrazol-4-yl)-3-(7-trifluoromethoxy-isoquinolin-3-yl)-pyridin-2-ylamine trihydrochloride). As a reaction SMILES: C(OC([N:8]1[CH2:13][CH2:12][CH:11]([N:14]2[CH:18]=[C:17]([C:19]3[CH:20]=[N:21][C:22]([NH2:34])=[C:23](B4OC(C)(C)C(C)(C)O4)[CH:24]=3)[CH:16]=[N:15]2)[CH2:10][CH2:9]1)=O)(C)(C)C.[F:35][C:36]([F:57])([F:56])[O:37][C:38]1[CH:47]=[C:46]2[C:41]([CH:42]=[C:43](OS(C(F)(F)F)(=O)=O)[N:44]=[CH:45]2)=[CH:40][CH:39]=1.C(=O)([O-])[O-].[K+].[K+].[ClH:64]>COCCOC.O.C(Cl)Cl.C(OCC)C.C1C=CC([P]([Pd]([P](C2C=CC=CC=2)(C2C=CC=CC=2)C2C=CC=CC=2)([P](C2C=CC=CC=2)(C2C=CC=CC=2)C2C=CC=CC=2)[P](C2C=CC=CC=2)(C2C=CC=CC=2)C2C=CC=CC=2)(C2C=CC=CC=2)C2C=CC=CC=2)=CC=1>[ClH:64].[ClH:64].[ClH:64].[NH:8]1[CH2:9][CH2:10][CH:11]([N:14]2[CH:18]=[C:17]([C:19]3[CH:24]=[C:23]([C:43]4[N:44]=[CH:45][C:46]5[C:41]([CH:42]=4)=[CH:40][CH:39]=[C:38]([O:37][C:36]([F:35])([F:57])[F:56])[CH:47]=5)[C:22]([NH2:34])=[N:21][CH:20]=3)[CH:16]=[N:15]2)[CH2:12][CH2:13]1 |f:2.3.4,11.12.13.14,^1:83,85,104,123|. Procedure details: A mixture of 4-{4-[6-amino-5-(4,4,5,5-tetramethyl-[1,3,2]dioxaborolan-2-yl)-pyridin-3-yl]-pyrazol-1-yl}-piperidine-1-carboxylic acid tert-butyl ester (BB3) (75 mg, 0.16 mmol), trifluoromethanesulfonic acid 7-trifluoromethoxyisoquinolin-3-yl ester (69 mg, 0.19 mmol), potassium carbonate (66 mg, 0.48 mmol), Pd(PPh3)4 (18 mg, 0.016 mmol) in DME (1.5 mL) and H2O (0.5 mL) was evacuated and refilled with N2 (3×), then it was heated at 100° C. for 30 min using the microwave reactor. The reaction mixtur... Reactants: ClC=1C(=CC2=C(NC(CC(=N2)C2=CC(=CC=C2)N2N=CN=C2CO)=O)C1)N(CCC)C (8-chloro-7-(methyl-propyl-amino)-4-[3-(5-hydroxymethyl-[1,2,4]triazol-1-yl)-phenyl]-1,3-dihydro-benzo[b][1,4]diazepin-2-one), S(=O)(Cl)Cl (thionylchloride), [Cl-] (chloride), C1(CC1)N (cyclopropylamine). Solvent: ClCCl (dichloromethane), CN(C)C=O (DMF). Yields the product ClC=1C(=CC2=C(NC(CC(=N2)C2=CC(=CC=C2)N2N=CN=C2CNC2CC2)=O)C1)N(CCC)C (8-Chloro-4-[3-(5-cyclopropylaminomethyl-[1,2,4]triazol-1-yl)-phenyl]-7-(methyl-propyl-amino)-1,3-dihydro-benzo[b][1,4]diazepin-2-one), solid. Yield: 40.0%. As a reaction SMILES: [Cl:1][C:2]1[C:3]([N:27]([CH3:31])[CH2:28][CH2:29][CH3:30])=[CH:4][C:5]2[N:11]=[C:10]([C:12]3[CH:17]=[CH:16][CH:15]=[C:14]([N:18]4[C:22]([CH2:23]O)=[N:21][CH:20]=[N:19]4)[CH:13]=3)[CH2:9][C:8](=[O:25])[NH:7][C:6]=2[CH:26]=1.S(Cl)(Cl)=O.[Cl-].[CH:37]1([NH2:40])[CH2:39][CH2:38]1>ClCCl.CN(C=O)C>[Cl:1][C:2]1[C:3]([N:27]([CH3:31])[CH2:28][CH2:29][CH3:30])=[CH:4][C:5]2[N:11]=[C:10]([C:12]3[CH:17]=[CH:16][CH:15]=[C:14]([N:18]4[C:22]([CH2:23][NH:40][CH:37]5[CH2:39][CH2:38]5)=[N:21][CH:20]=[N:19]4)[CH:13]=3)[CH2:9][C:8](=[O:25])[NH:7][C:6]=2[CH:26]=1. Procedure: The title compound was prepared from 8-chloro-7-(methyl-propyl-amino)-4-[3-(5-hydroxymethyl-[1,2,4]triazol-1-yl)-phenyl]-1,3-dihydro-benzo[b][1,4]diazepin-2-one (Example 162) (220 mg, 0.50 mmol) by reaction with thionylchloride in dichloromethane and subsequent treatment of the corresponding chloride with cyclopropylamine in DMF according to the method described in Example 45. Obtained as a light yellow solid (95 mg, 40%).